Dataset: the Open Reaction Database (ORD), a public repository of structured organic reaction records. Task: describe an organic reaction: reactants, conditions, products, and yield Starting materials: CC(=O)O, CCOC(C)=O, CCOC(=O)c1[nH]c(C)c(-c2ccc(C(=O)O)cc2)c1C, CCCCCC, Cl, [K+], O=C=O, [OH-], O, OCCO. Product: Cc1c[nH]c(C)c1-c1ccc(C(=O)O)cc1. Reaction SMILES: [C:28]([OH:29])(=[O:30])[CH3:31].[C:38]([O:39][CH2:40][CH3:41])(=[O:42])[CH3:43].[CH2:1]([O:2][C:3](=[O:4])[c:6]1[nH:7][c:8]([CH3:21])[c:9](-[c:12]2[cH:13][cH:14][c:15]([C:18](=[O:19])[OH:20])[cH:16][cH:17]2)[c:10]1[CH3:11])[CH3:5].[CH3:32][CH2:33][CH2:34][CH2:35][CH2:36][CH3:37].[ClH:24].[K+:23].[O:25]=[C:26]=[O:27].[OH-:22].[OH2:44].[OH:45][CH2:46][CH2:47][OH:48]>>[cH:6]1[nH:7][c:8]([CH3:21])[c:9](-[c:12]2[cH:13][cH:14][c:15]([C:18](=[O:19])[OH:20])[cH:16][cH:17]2)[c:10]1[CH3:11].